This data is from the Open Reaction Database (ORD), a public repository of structured organic reaction records. The task is: describe an organic reaction: reactants, conditions, products, and yield The reactants are CC=1C=CC=C2C=NC=NC12 (8-Methylquinazoline), BrBr (Bromine), product. The reagents and catalysts are S(=O)(=O)([O-])[O-].[Ag+2] (silver sulphate). Run in OS(=O)(=O)O (H2SO4). Conditions: time 16 hour. Product: BrC1=C2C=NC=NC2=C(C=C1)C (5-Bromo-8-methylquinazoline). Yield: 51.0%. RXN SMILES: [CH3:1][C:2]1[CH:3]=[CH:4][CH:5]=[C:6]2[C:11]=1[N:10]=[CH:9][N:8]=[CH:7]2.[Br:12]Br>S([O-])([O-])(=O)=O.[Ag+2].OS(O)(=O)=O>[Br:12][C:5]1[CH:4]=[CH:3][C:2]([CH3:1])=[C:11]2[C:6]=1[CH:7]=[N:8][CH:9]=[N:10]2 |f:2.3|. Reported procedure: To a solution of 8-Methylquinazoline (10 g, 0.0694 mol) in conc.H2SO4 (100 mL), was added silver sulphate (34.64 g, 0.1111 mol) in portions at OCC. To this was added Bromine (4.4 mL, 0.0832 mol) in drops. The reaction mixture was stirred at RT for 16 h. Reaction was monitored by LCMS at regular intervals. At the end of 16 h, LCMS showed 42% starting material and 51% of product. The reaction mixture was quenched with ice and basified with NH4OH solution. The aqueous layer was extracted with EtOAc... The reactants are C(C)OC(C1=CC(=C(C=C1)C)SC1=C(NC2=CC(=CC=C12)Cl)C)=O (3-(6-Chloro-2-methyl-1H-indol-3-ylsulfanyl)-4-methyl-benzoic acid ethyl ester), BrC=1C=NC=CC1 (3-bromopyridine). Product: C(C)OC(C1=CC(=C(C=C1)C)SC1=C(N(C2=CC(=CC=C12)Cl)C=1C=NC=CC1)C)=O (3-(6-Chloro-2-methyl-1-pyridin-3-yl-1H-indol-3-ylsulfanyl)-4-methyl-benzoic acid ethyl ester). RXN SMILES: [CH2:1]([O:3][C:4](=[O:24])[C:5]1[CH:10]=[CH:9][C:8]([CH3:11])=[C:7]([S:12][C:13]2[C:21]3[C:16](=[CH:17][C:18]([Cl:22])=[CH:19][CH:20]=3)[NH:15][C:14]=2[CH3:23])[CH:6]=1)[CH3:2].Br[C:26]1[CH:27]=[N:28][CH:29]=[CH:30][CH:31]=1>>[CH2:1]([O:3][C:4](=[O:24])[C:5]1[CH:10]=[CH:9][C:8]([CH3:11])=[C:7]([S:12][C:13]2[C:21]3[C:16](=[CH:17][C:18]([Cl:22])=[CH:19][CH:20]=3)[N:15]([C:26]3[CH:27]=[N:28][CH:29]=[CH:30][CH:31]=3)[C:14]=2[CH3:23])[CH:6]=1)[CH3:2]. Reported procedure: Prepared according to the procedure described in Example 42, Step 4, using the following starting materials: 3-(6-Chloro-2-methyl-1H-indol-3-ylsulfanyl)-4-methyl-benzoic acid ethyl ester and 3-bromopyridine. The reactants are COCCOCCBr, CCOC(=O)c1cc(CO)n(Cc2cc(-c3ccc(Cl)s3)on2)n1, CN(C)C=O, O. The product is CCOC(=O)c1cc(COCCOCCOC)n(Cc2cc(-c3ccc(Cl)s3)on2)n1. Reaction SMILES: [Br:25][CH2:26][CH2:27][O:28][CH2:29][CH2:30][O:31][CH3:32].[CH2:1]([CH3:2])[O:3][C:4](=[O:5])[c:6]1[n:7][n:8]([CH2:13][c:14]2[n:15][o:16][c:17](-[c:19]3[s:20][c:21]([Cl:24])[cH:22][cH:23]3)[cH:18]2)[c:9]([CH2:11][OH:12])[cH:10]1.[O:34]=[CH:35][N:36]([CH3:37])[CH3:38].[OH2:33]>>[CH2:1]([CH3:2])[O:3][C:4](=[O:5])[c:6]1[n:7][n:8]([CH2:13][c:14]2[n:15][o:16][c:17](-[c:19]3[s:20][c:21]([Cl:24])[cH:22][cH:23]3)[cH:18]2)[c:9]([CH2:11][O:12][CH2:26][CH2:27][O:28][CH2:29][CH2:30][O:31][CH3:32])[cH:10]1.